Dataset: the Open Reaction Database (ORD), a public repository of structured organic reaction records. Task: describe an organic reaction: reactants, conditions, products, and yield Starting materials: CCCCC=Cc1cc(Br)cs1, [H][H]. Product: CCCCCCc1cc(Br)cs1. As a reaction SMILES: [CH:1](=[CH:2][CH2:3][CH2:4][CH2:5][CH3:6])[c:7]1[s:8][cH:9][c:10]([Br:12])[cH:11]1.[H:13][H:14]>>[CH2:1]([CH2:2][CH2:3][CH2:4][CH2:5][CH3:6])[c:7]1[s:8][cH:9][c:10]([Br:12])[cH:11]1.